From a dataset of the Open Reaction Database (ORD), a public repository of structured organic reaction records. describe an organic reaction: reactants, conditions, products, and yield Starting materials: ClC1=NC(=NC(=N1)Cl)Cl (2,4,6-trichloro-1,3,5-triazine), C1(=CC=CC=C1)[Mg]Br.O1CCCC1 (phenylmagnesium bromide tetrahydrofuran). Run in O1CCCC1 (tetrahydrofuran). Product: ClC1=NC(=NC(=N1)Cl)C1=CC=CC=C1 (2,4-dichloro-6-phenyl-1,3,5-triazine). RXN SMILES: [Cl:1][C:2]1[N:7]=[C:6]([Cl:8])[N:5]=[C:4](Cl)[N:3]=1.[C:10]1([Mg]Br)[CH:15]=[CH:14][CH:13]=[CH:12][CH:11]=1.O1CCCC1>O1CCCC1>[Cl:1][C:2]1[N:7]=[C:6]([Cl:8])[N:5]=[C:4]([C:10]2[CH:15]=[CH:14][CH:13]=[CH:12][CH:11]=2)[N:3]=1 |f:1.2|. Procedure: (Step 1) To 50 g of 2,4,6-trichloro-1,3,5-triazine was added 300 ml of dry tetrahydrofuran and while the mixture was stirred at room temperature, 150 ml of 2M phenylmagnesium bromide-tetrahydrofuran was added dropwise over about 30 minutes. After completion of dropwise addition, the mixture was stirred at room temperature for 1 hour, and then concentrated. To the residue was added iced water and the resultant was extracted with ether. The extract was washed with water, dried over MgSO4, and conc... Reactants: N1[C@H](C(=O)O)CCC1 (L-proline), C([O-])([O-])=O.[Na+].[Na+] (sodium carbonate), C(C)(=O)SCC(C(=O)Cl)CSC (3-(acetylthio)-2-(methylthiomethyl)propanoic acid chloride), C(C)(=O)SCC(C(=O)O)CSC (3-(acetylthio)-2-(methylthiomethyl)propanoic acid), S(=O)(Cl)Cl (thionyl chloride). The solvent is O (water). Run at time 2 hour. Yields the product C(C)(=O)SCC(C(=O)N1[C@H](C(=O)O)CCC1)CSC (1-[3-(acetylthio)-2-(methylthiomethyl)propanoyl]-L-proline). As a reaction SMILES: [NH:1]1[CH2:8][CH2:7][CH2:6][C@H:2]1[C:3]([OH:5])=[O:4].C(=O)([O-])[O-].[Na+].[Na+].[C:15]([S:18][CH2:19][CH:20]([CH2:24][S:25][CH3:26])[C:21](Cl)=[O:22])(=[O:17])[CH3:16].C(SCC(CSC)C(O)=O)(=O)C.S(Cl)(Cl)=O>O>[C:15]([S:18][CH2:19][CH:20]([CH2:24][S:25][CH3:26])[C:21]([N:1]1[CH2:8][CH2:7][CH2:6][C@H:2]1[C:3]([OH:5])=[O:4])=[O:22])(=[O:17])[CH3:16] |f:1.2.3|. Reported procedure: To a solution of L-proline (1.44 g.) and sodium carbonate (2.7 g.) in water (25 ml.) in an ice bath, 3-(acetylthio)-2-(methylthiomethyl)propanoic acid chloride (prepared from the acid of Example 15 with thionyl chloride) (3.6 g.) is added, and the mixture is vigorously stirred at room temperature for two hours. After extraction with ethyl acetate, the aqueous layer is acidified and extracted with ethyl acetate. The organic layer is dried and concentrated to dryness in vacuo to give 1-[3-(acetylt...